Dataset: the Open Reaction Database (ORD), a public repository of structured organic reaction records. Task: describe an organic reaction: reactants, conditions, products, and yield The reactants are C1OC=2C=C(N)C=CC2O1 (3,4-methylenedioxyaniline), [N+](=O)([O-])C1=CC=C(C(=O)Cl)C=C1 (4-nitrobenzoyl chloride). Yields the product [N+](=O)([O-])C1=CC=C(C(=O)NC2=CC3=C(C=C2)OCO3)C=C1 (4-Nitro-N-(3,4-methylenedioxyphenyl)benzamide). The yield is 87.0%. As a reaction SMILES: [CH2:1]1[O:10][C:9]2[CH:8]=[CH:7][C:5]([NH2:6])=[CH:4][C:3]=2[O:2]1.[N+:11]([C:14]1[CH:22]=[CH:21][C:17]([C:18](Cl)=[O:19])=[CH:16][CH:15]=1)([O-:13])=[O:12]>>[N+:11]([C:14]1[CH:15]=[CH:16][C:17]([C:18]([NH:6][C:5]2[CH:7]=[CH:8][C:9]3[O:10][CH2:1][O:2][C:3]=3[CH:4]=2)=[O:19])=[CH:21][CH:22]=1)([O-:13])=[O:12]. Procedure details: Using 3,4-methylenedioxyaniline (1.44 g, 10.5 mmol) and 4-nitrobenzoyl chloride (1.86 g, 10.0 mmol), the procedure of Reference Example 11 was repeated to obtain 2.49 g (87.2%) of the title compound in the form of yellow crystals. Reactants: ClCCCBr, CCCC[N+](CCCC)(CCCC)CCCC, CC(C)=O, [I-], [Na+], [OH-], O, c1c[nH]cn1. Product: ClCCCn1ccnc1. As a reaction SMILES: [Br:6][CH2:7][CH2:8][CH2:9][Cl:10].[CH2:15]([N+:16]([CH2:17][CH2:18][CH2:19][CH3:20])([CH2:21][CH2:22][CH2:23][CH3:24])[CH2:25][CH2:26][CH2:27][CH3:28])[CH2:29][CH2:30][CH3:31].[CH3:32][C:33](=[O:34])[CH3:35].[I-:14].[Na+:12].[OH-:11].[OH2:13].[nH:1]1[cH:2][n:3][cH:4][cH:5]1>>[n:1]1([CH2:7][CH2:8][CH2:9][Cl:10])[cH:2][n:3][cH:4][cH:5]1. Reactants: FC=1C=CC(=C(C#N)C1)OC=1C=C2C=NN(C2=CC1)C (5-Fluoro-2-(1-methyl-1H-indazol-5-yloxy)-benzonitrile), Cl (HCl). The reagents and catalysts are [OH-].[OH-].[Pd+2] (Pd(OH)2/C). The solvent is CO (MeOH). Reaction conditions: time 18 hour. Product: Cl.FC=1C=CC(=C(CN)C1)OC=1C=C2C=NN(C2=CC1)C (5-Fluoro-2-(1-methyl-1H-indazol-5-yloxy)-benzylamine hydrochloride). As a reaction SMILES: [F:1][C:2]1[CH:3]=[CH:4][C:5]([O:10][C:11]2[CH:12]=[C:13]3[C:17](=[CH:18][CH:19]=2)[N:16]([CH3:20])[N:15]=[CH:14]3)=[C:6]([CH:9]=1)[C:7]#[N:8].[ClH:21]>CO.[OH-].[OH-].[Pd+2]>[ClH:21].[F:1][C:2]1[CH:3]=[CH:4][C:5]([O:10][C:11]2[CH:12]=[C:13]3[C:17](=[CH:18][CH:19]=2)[N:16]([CH3:20])[N:15]=[CH:14]3)=[C:6]([CH:9]=1)[CH2:7][NH2:8] |f:3.4.5,6.7|. Reported procedure: A solution of (4t) (0.32 g, 1.22 mmol) in MeOH (20 mL) was purged with nitrogen and treated with 20% Pd(OH)2/C catalyst (15% wt, 180 mg) followed by concentrated HCl (0.3 mL, 3.6 mmol). After purging further with nitrogen, a balloon containing hydrogen was placed on top of the flask. After stirring at room temperature for 18 hours, the LC indicated no more starting material was present. The catalyst was filtered through a plug of silica gel/celite/sand and washed with MeOH. The solvent was evapo... Reactants: CCN=C=NCCCN(C)C (EDAC), C(=O)(OC(C)(C)C)NCCO (N-Boc-ethanolamine), BrCCCC(=O)O (4-Bromobutyric acid), N,N-dimethylaminopyridine. Solvent: C(Cl)Cl (CH2Cl2), C(Cl)Cl (CH2Cl2). Run at temperature 0 celsius, time 18 hour. Yields the product BrCCCC(=O)OCCNC(=O)OC(C)(C)C (2-(tert-butoxycarbonylamino)ethyl 4-bromobutanoate). Reaction SMILES: [C:1]([NH:8][CH2:9][CH2:10][OH:11])([O:3][C:4]([CH3:7])([CH3:6])[CH3:5])=[O:2].[Br:12][CH2:13][CH2:14][CH2:15][C:16](O)=[O:17].CCN=C=NCCCN(C)C>C(Cl)Cl>[Br:12][CH2:13][CH2:14][CH2:15][C:16]([O:11][CH2:10][CH2:9][NH:8][C:1]([O:3][C:4]([CH3:5])([CH3:6])[CH3:7])=[O:2])=[O:17]. Reported procedure: N-Boc-ethanolamine (2.10 g; 13.0 mmol), 4-Bromobutyric acid (2.18 g; 13.0 mmol) and N,N-dimethylaminopyridine (0.318 g; 2.60 mmol) were dissolved in CH2Cl2 (35 mL) and the mixture was cooled to 0° C.; EDAC (3.75 g; 13.6 mmol) was added and the reaction was slowly warmed to room temperature and stirred for 18 hours. Then the mixture was diluted with CH2Cl2, washed with aqueous Na2HPO4 (5%, 2×50 ml) aqueous NaH2PO4, (5%, 2×50 ml) and brine (1×40 ml). The organic layer was dried over sodium sulfate... The reactants are [Cl-].CC(C=CC1=C(CCCC1(C)C)C)[P+](C1=CC=CC=C1)(C1=CC=CC=C1)C1=CC=CC=C1 (1-methyl-3-(2,6,6-trimethyl-1-cyclohexen-1-yl)allyl-triphenylphosphonium chloride), C(=O)C=C(C=CC(=O)OCC)C (ethyl 5-formyl-4-methyl-2,4-pentadienoate). Solvent: CO (methanol). Yields the product CC(C=CC(=O)OCC)=CC=C(C=CC1=C(CCCC1(C)C)C)C (ethyl 4,7-dimethyl-9-(2,6,6-trimethyl-1-cyclohexen-1-yl)-2,4,6,8-nonatetraenoate). RXN SMILES: [Cl-].[CH3:2][CH:3]([P+](C1C=CC=CC=1)(C1C=CC=CC=1)C1C=CC=CC=1)[CH:4]=[CH:5][C:6]1[C:11]([CH3:13])([CH3:12])[CH2:10][CH2:9][CH2:8][C:7]=1[CH3:14].[CH:34]([CH:36]=[C:37]([CH3:45])[CH:38]=[CH:39][C:40]([O:42][CH2:43][CH3:44])=[O:41])=O>CO>[CH3:45][C:37](=[CH:36][CH:34]=[C:3]([CH3:2])[CH:4]=[CH:5][C:6]1[C:11]([CH3:12])([CH3:13])[CH2:10][CH2:9][CH2:8][C:7]=1[CH3:14])[CH:38]=[CH:39][C:40]([O:42][CH2:43][CH3:44])=[O:41] |f:0.1|. Procedure: In a manner analogous to that described in Example 1, from 1-methyl-3-(2,6,6-trimethyl-1-cyclohexen-1-yl)allyl-triphenylphosphonium chloride and ethyl 5-formyl-4-methyl-2,4-pentadienoate there is obtained ethyl 4,7-dimethyl-9-(2,6,6-trimethyl-1-cyclohexen-1-yl)-2,4,6,8-nonatetraenoate of melting point 65°-66° C. (from methanol). Reported procedure: To a solution of 186 mg (0.368 mmol) of 3-((S)-(4-chlorophenyl){3-[(1S)-1-(3,5-difluorophenyl)-2-hydroxy-2-methylpropyl]azetidin-1-yl}methyl)benzonitrile in 3 mL of CH2Cl2 1 mL of hydrogen fluoride-pyridine was added and it was stirred for 9 h at 42° C. Then the reaction mixture was poured to 7 mL of 5N NaOH, 7 mL of ag NaHCO3 and 30 mL of CH2Cl2. The pH was adjusted to 8-9 with 2N NaOH. The water layer was extracted with CH2Cl2 (3×30 mL). The combined organic layer was dried over Na2SO4 and con... RXN SMILES: [Cl:1][C:2]1[CH:7]=[CH:6][C:5]([C@H:8]([N:17]2[CH2:20][CH:19]([C@@H:21]([C:26]3[CH:31]=[C:30]([F:32])[CH:29]=[C:28]([F:33])[CH:27]=3)[C:22](O)([CH3:24])[CH3:23])[CH2:18]2)[C:9]2[CH:10]=[C:11]([CH:14]=[CH:15][CH:16]=2)[C:12]#[N:13])=[CH:4][CH:3]=1.N1C=CC=CC=1.[FH:40].[OH-].[Na+].C([O-])(O)=O.[Na+]>C(Cl)Cl>[Cl:1][C:2]1[CH:7]=[CH:6][C:5]([C@H:8]([N:17]2[CH2:20][CH:19]([C@@H:21]([C:26]3[CH:31]=[C:30]([F:32])[CH:29]=[C:28]([F:33])[CH:27]=3)[C:22]([F:40])([CH3:24])[CH3:23])[CH2:18]2)[C:9]2[CH:10]=[C:11]([CH:14]=[CH:15][CH:16]=2)[C:12]#[N:13])=[CH:4][CH:3]=1 |f:1.2,3.4,5.6|. Product: ClC1=CC=C(C=C1)[C@@H](C=1C=C(C#N)C=CC1)N1CC(C1)[C@H](C(C)(C)F)C1=CC(=CC(=C1)F)F (3-((S)-(4-chlorophenyl){3-[(1S)-1-(3,5-difluorophenyl)-2-fluoro-2-methylpropyl]azetidin-1-yl}methyl)benzonitrile). Run in C(Cl)Cl (CH2Cl2), C(Cl)Cl (CH2Cl2). Conditions: temperature 42 celsius, time 9 hour. Starting materials: [OH-].[Na+] (NaOH), C(=O)(O)[O-].[Na+] (NaHCO3), [OH-].[Na+] (NaOH), ClC1=CC=C(C=C1)[C@@H](C=1C=C(C#N)C=CC1)N1CC(C1)[C@H](C(C)(C)O)C1=CC(=CC(=C1)F)F (3-((S)-(4-chlorophenyl){3-[(1S)-1-(3,5-difluorophenyl)-2-hydroxy-2-methylpropyl]azetidin-1-yl}methyl)benzonitrile), N1=CC=CC=C1.F (hydrogen fluoride-pyridine).